Dataset: the Open Reaction Database (ORD), a public repository of structured organic reaction records. Task: describe an organic reaction: reactants, conditions, products, and yield The reactants are BrC1=C(C2=C(C(OC(N2)=O)(C)C)C=C1OCCCCSC1=CC=C(C=C1)C)Br (7,8-dibromo-6-[4-(4-methyl-phenylmercapto)-butoxy]-4,4-dimethyl-4H-3,1-benzoxazin-2-one), OO (hydrogen peroxide). Product: BrC1=C(C2=C(C(OC(N2)=O)(C)C)C=C1OCCCCS(=O)C1=CC=C(C=C1)C)Br (7,8-Dibromo-6-[4-(4-methyl-phenylsulfinyl)-butoxy]-4,4-dimethyl-4H-3,1-benzoxazin-2-one). RXN SMILES: [Br:1][C:2]1[C:14]([O:15][CH2:16][CH2:17][CH2:18][CH2:19][S:20][C:21]2[CH:26]=[CH:25][C:24]([CH3:27])=[CH:23][CH:22]=2)=[CH:13][C:5]2[C:6]([CH3:12])([CH3:11])[O:7][C:8](=[O:10])[NH:9][C:4]=2[C:3]=1[Br:28].[OH:29]O>>[Br:1][C:2]1[C:14]([O:15][CH2:16][CH2:17][CH2:18][CH2:19][S:20]([C:21]2[CH:26]=[CH:25][C:24]([CH3:27])=[CH:23][CH:22]=2)=[O:29])=[CH:13][C:5]2[C:6]([CH3:11])([CH3:12])[O:7][C:8](=[O:10])[NH:9][C:4]=2[C:3]=1[Br:28]. Procedure: Prepared analogously to Example 2 from 7,8-dibromo-6-[4-(4-methyl-phenylmercapto)-butoxy]-4,4-dimethyl-4H-3,1-benzoxazin-2-one and hydrogen peroxide. Reactants: COC1=CC=C(N=N1)N1CCC(CC1)CO (1-(6-methoxy-3-pyridazinyl)-4-piperidinemethanol), OC1=CC=C(C(=O)OCC)C=C1 (ethyl 4-hydroxybenzoate). Run in O1CCCC1 (tetrahydrofuran), O1CCCC1 (tetrahydrofuran). Reaction conditions: time 8 hour. Product: COC1=CC=C(N=N1)N1CCC(CC1)COC1=CC=C(C(=O)OCC)C=C1 (ethyl 4-[[1-(6-methoxy-3-pyridazinyl)-4-piperidinyl]methoxy]benzoate). Isolated yield 60.1%. Reaction SMILES: [CH3:1][O:2][C:3]1[N:8]=[N:7][C:6]([N:9]2[CH2:14][CH2:13][CH:12]([CH2:15][OH:16])[CH2:11][CH2:10]2)=[CH:5][CH:4]=1.O[C:18]1[CH:28]=[CH:27][C:21]([C:22]([O:24][CH2:25][CH3:26])=[O:23])=[CH:20][CH:19]=1>O1CCCC1>[CH3:1][O:2][C:3]1[N:8]=[N:7][C:6]([N:9]2[CH2:14][CH2:13][CH:12]([CH2:15][O:16][C:18]3[CH:28]=[CH:27][C:21]([C:22]([O:24][CH2:25][CH3:26])=[O:23])=[CH:20][CH:19]=3)[CH2:11][CH2:10]2)=[CH:5][CH:4]=1. Procedure details: To a stirred and cooled solution of 6.7 parts of 1-(6-methoxy-3-pyridazinyl)-4-piperidinemethanol, 5 parts of ethyl 4-hydroxybenzoate and 7.8 parts of triphenylposphine in 135 of tetrahydrofuran was added a solution of 5.6 parts of diethyl diazenediacarboxylate in 45 parts of tetrahydrofuran. Upon complete addition, stirring was continued overnight at room temperature. After evaporation, the residue was taken up in water and the product was extracted with dichloromethane. The extract was dried, ...